Dataset: the Open Reaction Database (ORD), a public repository of structured organic reaction records. Task: describe an organic reaction: reactants, conditions, products, and yield The reactants are Cc1oc(-c2ccc(F)cc2)nc1COC1CCCC(O)C1, O=C(Cl)c1cc([N+](=O)[O-])cc([N+](=O)[O-])c1, c1ccncc1. Yields the product Cc1oc(-c2ccc(F)cc2)nc1COC1CCCC(OC(=O)c2cc([N+](=O)[O-])cc([N+](=O)[O-])c2)C1. RXN SMILES: [F:1][c:2]1[cH:3][cH:4][c:5](-[c:8]2[o:9][c:10]([CH3:22])[c:11]([CH2:13][O:14][CH:15]3[CH2:16][CH:17]([OH:21])[CH2:18][CH2:19][CH2:20]3)[n:12]2)[cH:6][cH:7]1.[N+:23](=[O:24])([O-:25])[c:26]1[cH:27][c:28]([C:29](=[O:30])[Cl:31])[cH:32][c:33]([N+:35](=[O:36])[O-:37])[cH:34]1.[cH:38]1[cH:39][cH:40][n:41][cH:42][cH:43]1>>[F:1][c:2]1[cH:3][cH:4][c:5](-[c:8]2[o:9][c:10]([CH3:22])[c:11]([CH2:13][O:14][CH:15]3[CH2:16][CH:17]([O:21][C:29]([c:28]4[cH:27][c:26]([N+:23](=[O:24])[O-:25])[cH:34][c:33]([N+:35](=[O:36])[O-:37])[cH:32]4)=[O:30])[CH2:18][CH2:19][CH2:20]3)[n:12]2)[cH:6][cH:7]1. The reactants are [H-].[Na+] (sodium hydride), CC1(C(NC(N1)=O)=O)C (5,5-Dimethylimidazolidine-2,4-dione), C1(=CC=CC2=CC=CC=C12)S(=O)(=O)Cl (1-naphthalenesulfonyl chloride). Solvent: O1CCCC1 (tetrahydrofuran). Reaction conditions: time 30 minute. The product is CC1(C(N(C(N1S(=O)(=O)C1=CC=CC2=CC=CC=C12)=O)S(=O)(=O)C1=CC=CC2=CC=CC=C12)=O)C (5,5-Dimethyl-1,3-bisnaphthylsulfonyl imidazolidine -2,4-dione). The yield is 6.0%. As a reaction SMILES: [CH3:1][C:2]1([CH3:9])[NH:6][C:5](=[O:7])[NH:4][C:3]1=[O:8].[H-].[Na+].[C:12]1([S:22](Cl)(=[O:24])=[O:23])[C:21]2[C:16](=[CH:17][CH:18]=[CH:19][CH:20]=2)[CH:15]=[CH:14][CH:13]=1>O1CCCC1>[CH3:1][C:2]1([CH3:9])[N:6]([S:22]([C:12]2[C:21]3[C:16](=[CH:17][CH:18]=[CH:19][CH:20]=3)[CH:15]=[CH:14][CH:13]=2)(=[O:24])=[O:23])[C:5](=[O:7])[N:4]([S:22]([C:12]2[C:21]3[C:16](=[CH:17][CH:18]=[CH:19][CH:20]=3)[CH:15]=[CH:14][CH:13]=2)(=[O:24])=[O:23])[C:3]1=[O:8] |f:1.2|. Procedure: 5,5-Dimethylimidazolidine-2,4-dione (1.28 g) was dissolved in tetrahydrofuran (20 mL), and sodium hydride (60%, in oil) (0.25 g) was added at 0° C. under ice-cooling. After stirred for 30 minutes, 1-naphthalenesulfonyl chloride (2.38 g) was added at 0° C., and the mixture was stirred at room temperature overnight. After the solvent was distilled off, ethyl acetate (150 mL) was added to the reaction solution, and the mixture was washed with 1N hydrochloric acid, an aqueous saturated sodium bicarb... Reactants: [Si](C)(C)(C(C)(C)C)OC[C@H]1N(CC(C(=C1)COC)O)C(=O)OC(C)(C)C ((S)-tert-butyl 2-((tert-butyldimethylsilyloxy)methyl)-5-hydroxy-4-(methoxymethyl)-5,6-dihydropyridine-1(2H)-carboxylate), C(C=C)ONS(=O)(=O)C1=C(C=CC=C1)[N+](=O)[O-] (N-(allyloxy)-2-nitrobenzenesulfonamide), C1(=CC=CC=C1)P(C1=CC=CC=C1)C1=CC=CC=C1 (triphenylphosphine), N(=N\C(=O)OC(C)C)/C(=O)OC(C)C ((E)-diisopropyl diazene-1,2-dicarboxylate). The solvent is C1(=CC=CC=C1)C (toluene). Product: C(C=C)ON(S(=O)(=O)C1=C(C=CC=C1)[N+](=O)[O-])C1C(=C[C@H](N(C1)C(=O)OC(C)(C)C)CO[Si](C)(C)C(C)(C)C)COC ((S)-tert-butyl 5-(N-(allyloxy)-2-nitrophenylsulfonamido)-2-((tert-butyldimethylsilyloxy)methyl)-4-(methoxymethyl)-5,6-dihydropyridine-1(2H)-carboxylate). Isolated yield 87.6%. Reaction SMILES: [Si:1]([O:8][CH2:9][C@@H:10]1[CH:15]=[C:14]([CH2:16][O:17][CH3:18])[CH:13](O)[CH2:12][N:11]1[C:20]([O:22][C:23]([CH3:26])([CH3:25])[CH3:24])=[O:21])([C:4]([CH3:7])([CH3:6])[CH3:5])([CH3:3])[CH3:2].[CH2:27]([O:30][NH:31][S:32]([C:35]1[CH:40]=[CH:39][CH:38]=[CH:37][C:36]=1[N+:41]([O-:43])=[O:42])(=[O:34])=[O:33])[CH:28]=[CH2:29].C1(P(C2C=CC=CC=2)C2C=CC=CC=2)C=CC=CC=1.N(/C(OC(C)C)=O)=N\C(OC(C)C)=O>C1(C)C=CC=CC=1>[CH2:27]([O:30][N:31]([CH:13]1[CH2:12][N:11]([C:20]([O:22][C:23]([CH3:26])([CH3:25])[CH3:24])=[O:21])[C@H:10]([CH2:9][O:8][Si:1]([C:4]([CH3:5])([CH3:7])[CH3:6])([CH3:3])[CH3:2])[CH:15]=[C:14]1[CH2:16][O:17][CH3:18])[S:32]([C:35]1[CH:40]=[CH:39][CH:38]=[CH:37][C:36]=1[N+:41]([O-:43])=[O:42])(=[O:34])=[O:33])[CH:28]=[CH2:29]. Reported procedure: To a stirred solution of Intermediate 118 (6.2 g, 16.00 mmol), N-(allyloxy)-2-nitrobenzenesulfonamide (4.34 g, 16.80 mmol) and triphenylphosphine (5.03 g, 19.20 mmol) in toluene (140 mL), was added (E)-diisopropyl diazene-1,2-dicarboxylate (3.67 g, 17.60 mmol) at rt. The reaction was stirred at rt over the weekend. The mixture was then concentrated and the residue was purified by silica gel column (120 g, 0-100% Hex/EA) to give the title compound (8.80 g, 88%) as an oil Reactants: CCN(CC)CCOc1ccc(N)cc1, COCCOCCOC, CSc1ncc2cc(-c3c(Cl)cccc3Cl)c(=O)n(C)c2n1, O. Yields the product CCN(CC)CCOc1ccc(Nc2ncc3cc(-c4c(Cl)cccc4Cl)c(=O)n(C)c3n2)cc1. Reaction SMILES: [CH2:23]([CH3:24])[N:25]([CH2:26][CH2:27][O:28][c:29]1[cH:30][cH:31][c:32]([NH2:33])[cH:34][cH:35]1)[CH2:36][CH3:37].[CH3:38][O:39][CH2:40][CH2:41][O:42][CH2:43][CH2:44][O:45][CH3:46].[Cl:1][c:2]1[c:3](-[c:9]2[cH:10][c:11]3[c:12]([n:13][c:14]([S:17][CH3:18])[n:15][cH:16]3)[n:19]([CH3:22])[c:20]2=[O:21])[c:4]([Cl:8])[cH:5][cH:6][cH:7]1.[OH2:47]>>[Cl:1][c:2]1[c:3](-[c:9]2[cH:10][c:11]3[c:12]([n:13][c:14]([NH:33][c:32]4[cH:31][cH:30][c:29]([O:28][CH2:27][CH2:26][N:25]([CH2:23][CH3:24])[CH2:36][CH3:37])[cH:35][cH:34]4)[n:15][cH:16]3)[n:19]([CH3:22])[c:20]2=[O:21])[c:4]([Cl:8])[cH:5][cH:6][cH:7]1.